Dataset: the Open Reaction Database (ORD), a public repository of structured organic reaction records. Task: describe an organic reaction: reactants, conditions, products, and yield The reactants are ClCC1CN(CCO1)CC1=CC=CC=C1 (2-chloromethyl-4-benzylmorpholine), C1(C=2C(C(N1)=O)=CC=CC2)=O.[K] (potassium phthalimide), O (water). The solvent is CN(C=O)C (dimethylformamide). Product: C1(C=2C(C(N1CC1CN(CCO1)CC1=CC=CC=C1)=O)=CC=CC2)=O (2-phthalimidomethyl-4-benzylmorpholine). Yield: 84.8%. RXN SMILES: Cl[CH2:2][CH:3]1[O:8][CH2:7][CH2:6][N:5]([CH2:9][C:10]2[CH:15]=[CH:14][CH:13]=[CH:12][CH:11]=2)[CH2:4]1.[C:16]1(=[O:26])[NH:20][C:19](=[O:21])[C:18]2=[CH:22][CH:23]=[CH:24][CH:25]=[C:17]12.[K].O>CN(C)C=O>[C:16]1(=[O:26])[N:20]([CH2:2][CH:3]2[O:8][CH2:7][CH2:6][N:5]([CH2:9][C:10]3[CH:15]=[CH:14][CH:13]=[CH:12][CH:11]=3)[CH2:4]2)[C:19](=[O:21])[C:18]2=[CH:22][CH:23]=[CH:24][CH:25]=[C:17]12 |f:1.2,^1:26|. Reported procedure: A mixture of 31.8 g of 2-chloromethyl-4-benzylmorpholine and 30.5 g of potassium phthalimide in 200 ml of dimethylformamide is refluxed for 4 hours and then poured into water. The precipitated crystals are collected by filtration and dried to give 40.2 g of 2-phthalimidomethyl-4-benzylmorpholine. To 400 ml of the ethanol solution of this product is added dropwise a solution of 12.3 g of hydrazine hydrate in 100 ml of ethanol. Further, the resultant mixture is refluxed for 30 minutes. After cooli...